Dataset: the Open Reaction Database (ORD), a public repository of structured organic reaction records. Task: describe an organic reaction: reactants, conditions, products, and yield The reactants are C(C=CC1=CC=CC=C1)=O (Cinnamaldehyde), C(CCCCCN)N (1,6-hexanediamine), O (water). The solvent is C1(=CC=CC=C1)C (toluene). Yields the product C1(=CC=CC=C1)C=CC=NCCCCCCN=CC=CC1=CC=CC=C1 (N,N'-Bis(3-phenyl-2-propenylidene)-1,6-hexane diamine). Yield: 97.0%. As a reaction SMILES: [CH:1](=O)[CH:2]=[CH:3][C:4]1[CH:9]=[CH:8][CH:7]=[CH:6][CH:5]=1.[CH2:11]([NH2:18])[CH2:12][CH2:13][CH2:14][CH2:15][CH2:16][NH2:17].O>C1(C)C=CC=CC=1>[C:4]1([CH:3]=[CH:2][CH:1]=[N:17][CH2:16][CH2:15][CH2:14][CH2:13][CH2:12][CH2:11][N:18]=[CH:1][CH:2]=[CH:3][C:4]2[CH:9]=[CH:8][CH:7]=[CH:6][CH:5]=2)[CH:9]=[CH:8][CH:7]=[CH:6][CH:5]=1. Reported procedure: Cinnamaldehyde (198.2 g, 1.5 mole) is carefully added to a solution of 1,6-hexanediamine (87.2 g, 0.75 mole) in toluene (400 ml). Slight exotherm to 60° C. is observed. The resulting solution is heated at reflux until water (27 ml, 1.5 mole) is evolved. Evaporation of the solution gives 250.7 g of a brown viscous oil. 1H NMR: δ 1.0-2.85 (broad bands 8H); δ 3.6 (triplet 4 H); δ 6.82-8.22 (broad multiplete 16 H). Elemental analysis: Theory for C24H28N2 : C,83.72; H,8.14; N,8.14%. Found: C,83.61; H... The reactants are CC(=O)O, COc1c(C)cnc(C)c1C, OO. Product: COc1c(C)c[n+]([O-])c(C)c1C. RXN SMILES: [CH3:14][C:15](=[O:16])[OH:17].[CH3:1][O:2][c:3]1[c:4]([CH3:11])[c:5]([CH3:10])[n:6][cH:7][c:8]1[CH3:9].[OH:12][OH:13]>>[CH3:1][O:2][c:3]1[c:4]([CH3:11])[c:5]([CH3:10])[n+:6]([O-:12])[cH:7][c:8]1[CH3:9]. Reactants: C1(=CC=C(C=C1)CC(C)=O)CC(C)=O (1,4-phenylene bis(propan-2-one)), C(CO)O (ethane-1,2-diol), C1(=CC=C(C=C1)S(=O)(=O)O)C (4-toluene sulphonic acid). The solvent is C1=CC=CC=C1 (benzene). Product: C1OC(CC2=CC=C(C=C2)CC(C)=O)(C)OC1 (4-(2,2-(ethylenedioxy)propyl)phenyl propan-2-one). Reaction SMILES: [C:1]1([CH2:11][C:12](=[O:14])[CH3:13])[CH:6]=[CH:5][C:4]([CH2:7][C:8](=[O:10])[CH3:9])=[CH:3][CH:2]=1.[CH2:15](O)[CH2:16][OH:17].C1(C)C=CC(S(O)(=O)=O)=CC=1>C1C=CC=CC=1>[CH2:15]1[CH2:16][O:17][C:12]([CH3:13])([CH2:11][C:1]2[CH:2]=[CH:3][C:4]([CH2:7][C:8](=[O:10])[CH3:9])=[CH:5][CH:6]=2)[O:14]1. Procedure details: A mixture of 1,4-phenylene bis(propan-2-one), (17.12 g), ethane-1,2-diol (1.72 g) and a trace of 4-toluene sulphonic acid was heated under reflux in benzene for 2 hr. using a Dean and Stark apparatus. The solvent was evaporated and the residue chromatographed on silica. Elution with 1:3 diethyl ether:petrolroleum ether (40-60) gave 4-(2,2-(ethylenedioxy)propyl)phenyl propan-2-one, as a white solid (3.5 g). Further elution gave starting material (12.9 g). Reactants: NC1=CC(=CC2=C1C=1C=NC=CC1C(O2)(C)C)C(C(CCCCC)C)C (10-amino-5,5-dimethyl-8-(1,2-dimethylheptyl)-5H-[1]benzopyrano[4,3-c]-pyridine), Cl.N1(CCCCC1)CCCC(=O)O (4-piperidinobutyric acid hydrochloride), C1(CCCCC1)N=C=NC1CCCCC1 (dicyclohexylcarbodiimide). The solvent is C(Cl)Cl (methylene chloride). Yields the product Cl.CC1(OC2=C(C(=CC(=C2)C(C(CCCCC)C)C)NC(CCCN2CCCCC2)=O)C=2C=NC=CC21)C (5,5-Dimethyl-8-(1,2-dimethylheptyl)-10-(4-piperidinobutyrylamino)-5H-[1]benzopyrano [4,3-c]pyridine hydrochloride). Reaction SMILES: [NH2:1][C:2]1[C:7]2[C:8]3[CH:9]=[N:10][CH:11]=[CH:12][C:13]=3[C:14]([CH3:17])([CH3:16])[O:15][C:6]=2[CH:5]=[C:4]([CH:18]([CH3:26])[CH:19]([CH3:25])[CH2:20][CH2:21][CH2:22][CH2:23][CH3:24])[CH:3]=1.[ClH:27].[N:28]1([CH2:34][CH2:35][CH2:36][C:37](O)=[O:38])[CH2:33][CH2:32][CH2:31][CH2:30][CH2:29]1.C1(N=C=NC2CCCCC2)CCCCC1>C(Cl)Cl>[ClH:27].[CH3:17][C:14]1([CH3:16])[C:13]2[CH:12]=[CH:11][N:10]=[CH:9][C:8]=2[C:7]2[C:2]([NH:1][C:37](=[O:38])[CH2:36][CH2:35][CH2:34][N:28]3[CH2:33][CH2:32][CH2:31][CH2:30][CH2:29]3)=[CH:3][C:4]([CH:18]([CH3:26])[CH:19]([CH3:25])[CH2:20][CH2:21][CH2:22][CH2:23][CH3:24])=[CH:5][C:6]=2[O:15]1 |f:1.2,5.6|. Procedure details: A mixture of 0.87 g. (2.47 mmole) of 10-amino-5,5-dimethyl-8-(1,2-dimethylheptyl)-5H-[1]benzopyrano[4,3-c]-pyridine, 0.51 g. (2.47 mmole) of 4-piperidinobutyric acid hydrochloride, 0.56 g. (2.72 mmole) of dicyclohexylcarbodiimide, and 50 ml. of dry methylene chloride was stirred at room temperature for 72 hours. The mixture was cooled and filtered and the filtrate concentrated to a residue which was recrystallized from methylene chloride-ether, m.p. 185-186°. The reactants are COC(CC(C1=CC(=C(C=C1)OC)OC1CCCC1)C#CC1=CC(=CC=C1)C(=O)OC)=O ((+/-)-methyl-3-(3-carbomethoxyphenyl)ethynyl-3-(3-cyclopentyloxy-4-methoxyphenyl)propionate), [OH-].[Na+] (NaOH), Cl (HCl). Run in CO.O (methanol water). Conditions: time 24 hour. Yields the product C(=O)(OC)C=1C=C(C=CC1)C#CC(CC(=O)O)C1=CC(=C(C=C1)OC)OC1CCCC1 ((+/-)-3-(3-carbomethoxyphenyl)ethynyl-3-(3-cyclopentyloxy-4-methoxyphenyl)propionic acid). The yield is 14.8%. Reaction SMILES: C[O:2][C:3](=[O:32])[CH2:4][CH:5]([C:20]#[C:21][C:22]1[CH:27]=[CH:26][CH:25]=[C:24]([C:28]([O:30][CH3:31])=[O:29])[CH:23]=1)[C:6]1[CH:11]=[CH:10][C:9]([O:12][CH3:13])=[C:8]([O:14][CH:15]2[CH2:19][CH2:18][CH2:17][CH2:16]2)[CH:7]=1.[OH-].[Na+].Cl>CO.O>[C:28]([C:24]1[CH:23]=[C:22]([C:21]#[C:20][CH:5]([C:6]2[CH:11]=[CH:10][C:9]([O:12][CH3:13])=[C:8]([O:14][CH:15]3[CH2:19][CH2:18][CH2:17][CH2:16]3)[CH:7]=2)[CH2:4][C:3]([OH:32])=[O:2])[CH:27]=[CH:26][CH:25]=1)([O:30][CH3:31])=[O:29] |f:1.2,4.5|. Procedure details: To a solution of (+/-)-methyl-3-(3-carbomethoxyphenyl)ethynyl-3-(3-cyclopentyloxy-4-methoxyphenyl)propionate (0.14 g, 0.32 mmol) in 5:2 methanol/water was added NaOH (0.01 g, 0.32 mmol). After 24 h, 3N HCl was added, the methanol was evaporated and the aqueous residue was extracted twice with CH2Cl2 and was evaporated. Purification by flash chromatography (silica gel, 5% CH3OH/CHCl3) provided the title compound as a yellow oil (0.02 g, 13%). Anal (C25H26O6 ·0.25H20) calcd: C, 70.32; H, 6.26. fou...